From a dataset of the Open Reaction Database (ORD), a public repository of structured organic reaction records. describe an organic reaction: reactants, conditions, products, and yield The reactants are S(O)(O)(=O)=O (sulfuric acid), C(CCCCCCCCCCC)C=1C=C(NC1)C(=O)OC (methyl 4-dodecylpyrrole-2-carboxylate), C(C)O (ethanol), [OH-].[Na+] (sodium hydroxide). The solvent is O (water), O (water). Conditions: temperature 45 celsius. The product is C(CCCCCCCCCCC)C=1C=C(NC1)C(=O)O (4-dodecylpyrrole- 2-carboxylic acid). The yield is 87.2%. RXN SMILES: [CH2:1]([C:13]1[CH:14]=[C:15]([C:18]([O:20]C)=[O:19])[NH:16][CH:17]=1)[CH2:2][CH2:3][CH2:4][CH2:5][CH2:6][CH2:7][CH2:8][CH2:9][CH2:10][CH2:11][CH3:12].C(O)C.[OH-].[Na+].S(=O)(=O)(O)O>O>[CH2:1]([C:13]1[CH:14]=[C:15]([C:18]([OH:20])=[O:19])[NH:16][CH:17]=1)[CH2:2][CH2:3][CH2:4][CH2:5][CH2:6][CH2:7][CH2:8][CH2:9][CH2:10][CH2:11][CH3:12] |f:2.3|. Reported procedure: To 112.0 g (0.38 mol) of methyl 4-dodecylpyrrole-2-carboxylate prepared in Example 35 were added 1.45 liters of ethanol, 1.45 liters of water and 31.0 g (0.74 mol) of 95% sodium hydroxide, and the whole was heated under reflux for 2 hours. At 80° C., 1.45 liters of hot water was added and, at the same temperature, 6N sulfuric acid was added gradually to adjust the reaction solution to pH 2. After cooling the mixture to 45° C., precipitated crystals were filtered and washed with water. The crysta... Starting materials: CC(=O)O, CCOC(C)=O, O=Cc1cccc(C(F)(F)F)c1, COC(=O)c1ccnc(N)c1, C1CCOC1. Yields the product COC(=O)c1ccnc(NCc2cccc(C(F)(F)F)c2)c1. RXN SMILES: [CH3:24][C:25](=[O:26])[OH:27].[CH3:33][CH2:34][O:35][C:36](=[O:37])[CH3:38].[F:12][C:13]([c:14]1[cH:15][c:16]([CH:17]=[O:18])[cH:19][cH:20][cH:21]1)([F:22])[F:23].[NH2:1][c:2]1[cH:3][c:4]([C:5](=[O:6])[O:7][CH3:8])[cH:9][cH:10][n:11]1.[O:28]1[CH2:29][CH2:30][CH2:31][CH2:32]1>>[NH:1]([c:2]1[cH:3][c:4]([C:5](=[O:6])[O:7][CH3:8])[cH:9][cH:10][n:11]1)[CH2:17][c:16]1[cH:15][c:14]([C:13]([F:12])([F:22])[F:23])[cH:21][cH:20][cH:19]1. Reported procedure: A mixture of α,β-dibromobutyrophenone (30.6 g) and formamide (50 ml) was heated on an oil bath at 120° C.-130° C. for an hour. Then, saturated aqueous sodium hydrogen carbonate was added and the mixture was extracted with ethyl ether. The ethyl ether layer was washed with water and dried over anhydrous magnesium sulfate. The solvent was then distilled off and the oily residue was further distilled under reduced pressure to give an oil of 5-(2-formyloxyethyl)-4-phenyloxazole, yield 12.9 g (59.4%)... Product: C(=O)OCCC1=C(N=CO1)C1=CC=CC=C1 (5-(2-formyloxyethyl)-4-phenyloxazole). Starting materials: BrC(C(=O)C1=CC=CC=C1)C(C)Br (α,β-dibromobutyrophenone), C(=O)N (formamide), C(O)([O-])=O.[Na+] (sodium hydrogen carbonate). As a reaction SMILES: Br[CH:2]([CH:11](Br)[CH3:12])[C:3]([C:5]1[CH:10]=[CH:9][CH:8]=[CH:7][CH:6]=1)=O.[C:14](=[O:17])([O-])[OH:15].[Na+].[CH:19]([NH2:21])=[O:20]>>[CH:14]([O:15][CH2:12][CH2:11][C:2]1[O:20][CH:19]=[N:21][C:3]=1[C:5]1[CH:10]=[CH:9][CH:8]=[CH:7][CH:6]=1)=[O:17] |f:1.2|. The reactants are Cl.OC(CNCC1=CC=C(C=C1)S(=O)(=O)N)CC (4-[(2-hydroxybutylamino)methyl]benzenesulfonamide hydrochloride), C(C1=CC=CC=C1)(=O)C1=C(C(=O)O)C=CC(=C1)Br (2-benzoyl-4-bromobenzoic acid), ON1N=NC2=C1C=CC=C2 (1-hydroxy-1H-benzotriazole), CCN=C=NCCCN(C)C (WSC). Run in CN(C)C=O (DMF), C(C)N(CC)CC (triethylamine). Reaction conditions: time 15 hour. The product is BrC=1C=C2C(=C(N(C(C2=CC1)=O)CC1=CC=C(C=C1)S(=O)(=O)N)C(CC)=O)C1=CC=CC=C1 (4-(6-bromo-1-oxo-4-phenyl-3-propionyl-1H-isoquinolin-2-ylmethyl)benzenesulfonamide). Yield: 17.8%. RXN SMILES: Cl.[OH:2][CH:3]([CH2:17][CH3:18])[CH2:4][NH:5][CH2:6][C:7]1[CH:12]=[CH:11][C:10]([S:13]([NH2:16])(=[O:15])=[O:14])=[CH:9][CH:8]=1.[C:19]([C:27]1[CH:35]=[C:34]([Br:36])[CH:33]=[CH:32][C:28]=1[C:29](O)=[O:30])(=O)[C:20]1[CH:25]=[CH:24][CH:23]=[CH:22][CH:21]=1.ON1C2C=CC=CC=2N=N1.CCN=C=NCCCN(C)C>CN(C=O)C.C(N(CC)CC)C>[Br:36][C:34]1[CH:35]=[C:27]2[C:28](=[CH:32][CH:33]=1)[C:29](=[O:30])[N:5]([CH2:6][C:7]1[CH:8]=[CH:9][C:10]([S:13]([NH2:16])(=[O:14])=[O:15])=[CH:11][CH:12]=1)[C:4]([C:3](=[O:2])[CH2:17][CH3:18])=[C:19]2[C:20]1[CH:25]=[CH:24][CH:23]=[CH:22][CH:21]=1 |f:0.1|. Reported procedure: To a solution of 4-[(2-hydroxybutylamino)methyl]benzenesulfonamide hydrochloride (842 mg) and 2-benzoyl-4-bromobenzoic acid (915 mg) and 1-hydroxy-1H-benzotriazole (643 mg) in DMF (20 ml) was added triethylamine (1.25 ml) and then WSC (1.03 g) was added at room temperature, and the mixture was stirred at room temperature for 15 hrs. The solvent was evaporated under reduced pressure, and the residue was partitioned between dichloromethane and water, washed with 1N hydrochloric acid, aqueous sodiu... The reactants are C=CC1CN2CCC1CC2[C@@H](C3=C4C=C(C=CC4=NC=C3)O)O (6-hydroxycinchonine), C([O-])([O-])=O.[K+].[K+] (potassium carbonate), BrCCCC#N (4-bromobutyronitrile). Reagents/catalysts: C1COCCOCCOCCOCCOCCO1 (18-crown-6). The solvent is CC(=O)C (acetone), CN(C=O)C (dimethylformamide). Product: O[C@H]([C@H]1C[C@H]2[C@H](CN1CC2)C=C)C2=CC=NC1=CC=C(C=C21)OCCCC#N ((9S)-4-[(9-hydroxycinchonan-6'-yl)oxy]butanenitrile). Isolated yield 94.3%. Reaction SMILES: [CH2:1]=[CH:2][CH:3]1[CH:8]2[CH2:9][CH:10]([C@H:11]([OH:23])[C:12]3[CH:21]=[CH:20][N:19]=[C:18]4[C:13]=3[CH:14]=[C:15]([OH:22])[CH:16]=[CH:17]4)[N:5]([CH2:6][CH2:7]2)[CH2:4]1.C(=O)([O-])[O-].[K+].[K+].Br[CH2:31][CH2:32][CH2:33][C:34]#[N:35]>CC(C)=O.CN(C)C=O.C1OCCOCCOCCOCCOCCOC1>[OH:23][C@@H:11]([C:12]1[C:13]2[C:18](=[CH:17][CH:16]=[C:15]([O:22][CH2:31][CH2:32][CH2:33][C:34]#[N:35])[CH:14]=2)[N:19]=[CH:20][CH:21]=1)[C@@H:10]1[N:5]2[CH2:6][CH2:7][C@H:8]([C@@H:3]([CH:2]=[CH2:1])[CH2:4]2)[CH2:9]1 |f:1.2.3|. Reported procedure: To a solution of 400 mg (1.2 mmol) of 6-hydroxycinchonane (1) in 25 ml of anhydrous acetone (dried and distilled over potassium carbonate) and 5 ml of anhydrous dimethylformamide was added 267 mg (1.93 mmol) of anhydrous potassium carbonate followed by 129 ml (0.87 mmol) of 4-bromobutyronitrile and a catalytic amount (3 mg) of 18-crown-6. The reaction mixture was heated to reflux for 18 h, cooled and filtered. The filtrate was concentrated under reduced pressure and redissolved in 200 ml of chlo... Reactants: ClC=1C=C2C(=C(N(C2=CC1)S(=O)(=O)C1=CC=CC=C1)C(=O)OCC)S(=O)(=O)Cl (ethyl 5-chloro-3-(chlorosulfonyl)-1-(phenylsulfonyl)-1H-indole-2-carboxylate), O1C(CCCC1)CNC ((±)-N-(1-tetrahydro-2H-pyran-2-ylmethyl) -N-methylamine), IC=1C=C2C(=C(N(C2=CC1)S(=O)(=O)C1=CC=CC=C1)C(=O)OCC)S(=O)(=O)Cl (ethyl 5-iodo-3-(chlorosulfonyl)-1-(phenylsulfonyl)-1H-indole-2-carboxylate), Cl.CN (methylamine hydrochloride). Yields the product IC=1C=C2C(=C(NC2=CC1)C(=O)N)S(=O)(=O)N(CC1OCCCC1)C ((±)-5-Iodo-3-{[methyl(tetrahydro-2H-pyran-2-ylmethyl)amino]sulfonyl}-1H-indole-2-carboxamide). RXN SMILES: ClC1C=C2C(=CC=1)[N:7](S(C1C=CC=CC=1)(=O)=O)C(C(OCC)=O)=C2S(Cl)(=O)=O.[I:29][C:30]1[CH:31]=[C:32]2[C:36](=[CH:37][CH:38]=1)[N:35](S(C1C=CC=CC=1)(=O)=O)[C:34]([C:48]([O:50]CC)=O)=[C:33]2[S:53](Cl)(=[O:55])=[O:54].Cl.CN.[O:60]1[CH2:65][CH2:64][CH2:63][CH2:62][CH:61]1[CH2:66][NH:67][CH3:68]>>[I:29][C:30]1[CH:31]=[C:32]2[C:36](=[CH:37][CH:38]=1)[NH:35][C:34]([C:48]([NH2:7])=[O:50])=[C:33]2[S:53]([N:67]([CH3:68])[CH2:66][CH:61]1[CH2:62][CH2:63][CH2:64][CH2:65][O:60]1)(=[O:54])=[O:55] |f:2.3|. Procedure details: Following the procedures described in Steps D and E of Example 1, replacing in Step D ethyl 5-chloro-3-(chlorosulfonyl)-1-(phenylsulfonyl)-1H-indole-2-carboxylate with ethyl 5-iodo-3-(chlorosulfonyl)-1-(phenylsulfonyl)-1H-indole-2-carboxylate, and methylamine hydrochloride with (±)-N-(1-tetrahydro-2H-pyran-2-ylmethyl) -N-methylamine, the title compound was obtained. Proton NMR for the product was consistent with the titled compound. ESI+ MS: 477.99 [M+H]+. Starting materials: CC(C)(C)OC(=O)NC1CCOC1(C)C, CO, Cl. Reaction SMILES: [C:1]([O:2][C:3](=[O:4])[NH:7][CH:8]1[C:9]([CH3:13])([CH3:14])[O:10][CH2:11][CH2:12]1)([CH3:5])([CH3:6])[CH3:15].[CH3:17][OH:18].[ClH:16]>>[ClH:16].[NH2:7][CH:8]1[C:9]([CH3:13])([CH3:14])[O:10][CH2:11][CH2:12]1. Product: Cl, CC1(C)OCCC1N.